From a dataset of the Open Reaction Database (ORD), a public repository of structured organic reaction records. describe an organic reaction: reactants, conditions, products, and yield Reactants: CCO, CC(C)(C)OC(=O)N1CCC(CC(=O)O)C1, CCOCC, CN(C)c1ccncc1, NN, O. Yields the product CC(C)(C)OC(=O)N1CCC(CC(=O)NN)C1. Reaction SMILES: [CH3:17][CH2:18][OH:19].[CH3:1][C:2]([CH3:3])([CH3:4])[O:5][C:6](=[O:7])[N:8]1[CH2:9][CH:10]([CH2:13][C:14](=[O:15])[OH:16])[CH2:11][CH2:12]1.[CH3:23][CH2:24][O:25][CH2:26][CH3:27].[CH3:28][N:29]([CH3:30])[c:31]1[cH:32][cH:33][n:34][cH:35][cH:36]1.[NH2:21][NH2:22].[OH2:20]>>[CH3:1][C:2]([CH3:3])([CH3:4])[O:5][C:6](=[O:7])[N:8]1[CH2:9][CH:10]([CH2:13][C:14](=[O:16])[NH:21][NH2:22])[CH2:11][CH2:12]1.